Task: describe an organic reaction: reactants, conditions, products, and yield. Dataset: the Open Reaction Database (ORD), a public repository of structured organic reaction records Reactants: C(C)OC(=O)C=1NC2=CC=C(C=C2C1)C#N (5-Cyano-1H-indole-2carboxylic acid ethyl ester). Run in C(Cl)Cl (methylene chloride). The product is C(C)OC(=O)C=1NC2=CC=C(C=C2C1)CN (5-Aminomethyl-1H-indole-2-carboxylic acid ethyl ester). Reaction SMILES: [CH2:1]([O:3][C:4]([C:6]1[NH:7][C:8]2[C:13]([CH:14]=1)=[CH:12][C:11]([C:15]#[N:16])=[CH:10][CH:9]=2)=[O:5])[CH3:2]>C(Cl)Cl>[CH2:1]([O:3][C:4]([C:6]1[NH:7][C:8]2[C:13]([CH:14]=1)=[CH:12][C:11]([CH2:15][NH2:16])=[CH:10][CH:9]=2)=[O:5])[CH3:2]. Reported procedure: A solution of 5-Cyano-1H-indole-2carboxylic acid ethyl ester (1.8 grams, 8.4 mmole) and Bu4N+BH3− in methylene chloride (80 ml) was refluxed for 4 hours. The mixture was concentrated to a brown oil which was dissolved in 10% hydrochloric acid (50 ml) and refluxed for 1 hour. The mixture was extracted with ethyl acetate (discarded) and the pH was neutralized. The aqueous was extracted with ethyl acetate. The combined extracts were dried over Na2SO4, filtered, and concentrated to give a solid. (0.... Reported procedure: 96 mg (69%) of target compound was obtained by using a method same as in Example 1 by using 3-(1-phenyl-5-propyl-1H-pyrazol-3-yl)propanal (80 mg, 0.330 mmol), 1-phenylpiperazine (0.050 mL, 0.330 mmol), DIPEA (0.090 mL, 0.495 mmol) and NaBH(OAc)3 (210 mg, 0.990 mmol). Reactants: C1(=CC=CC=C1)N1N=C(C=C1CCC)CCC=O (3-(1-phenyl-5-propyl-1H-pyrazol-3-yl)propanal), [BH-](OC(=O)C)(OC(=O)C)OC(=O)C.[Na+] (NaBH(OAc)3), C1(=CC=CC=C1)N1CCNCC1 (1-phenylpiperazine), CCN(C(C)C)C(C)C (DIPEA). As a reaction SMILES: [C:1]1([N:7]2[C:11]([CH2:12][CH2:13][CH3:14])=[CH:10][C:9]([CH2:15][CH2:16][CH:17]=O)=[N:8]2)[CH:6]=[CH:5][CH:4]=[CH:3][CH:2]=1.[C:19]1([N:25]2[CH2:30][CH2:29][NH:28][CH2:27][CH2:26]2)[CH:24]=[CH:23][CH:22]=[CH:21][CH:20]=1.CCN(C(C)C)C(C)C.[BH-](OC(C)=O)(OC(C)=O)OC(C)=O.[Na+]>>[C:19]1([N:25]2[CH2:30][CH2:29][N:28]([CH2:17][CH2:16][CH2:15][C:9]3[CH:10]=[C:11]([CH2:12][CH2:13][CH3:14])[N:7]([C:1]4[CH:6]=[CH:5][CH:4]=[CH:3][CH:2]=4)[N:8]=3)[CH2:27][CH2:26]2)[CH:24]=[CH:23][CH:22]=[CH:21][CH:20]=1 |f:3.4|. Product: C1(=CC=CC=C1)N1CCN(CC1)CCCC1=NN(C(=C1)CCC)C1=CC=CC=C1 (1-phenyl-4-(3-(1-phenyl-5-propyl-1H-pyrazol-3-yl)propyl)piperazine). The reactants are [BH4-], CO, Cl, [Li+], CCCC(CC)=Nn1c(=O)c(C2=NS(=O)(=O)c3ccccc3N2)c(O)c2ccccc21, C1CCOC1, O. Yields the product CCCC(CC)Nn1c(=O)c(C2=NS(=O)(=O)c3ccccc3N2)c(O)c2ccccc21. RXN SMILES: [BH4-:34].[CH3:32][OH:33].[ClH:36].[Li+:35].[O:1]=[S:2]1(=[O:31])[N:3]=[C:4]([c:12]2[c:13](=[O:30])[n:14]([N:23]=[C:24]([CH2:25][CH2:26][CH3:27])[CH2:28][CH3:29])[c:15]3[cH:16][cH:17][cH:18][cH:19][c:20]3[c:21]2[OH:22])[NH:5][c:6]2[c:7]1[cH:8][cH:9][cH:10][cH:11]2.[O:37]1[CH2:38][CH2:39][CH2:40][CH2:41]1.[OH2:42]>>[O:1]=[S:2]1(=[O:31])[N:3]=[C:4]([c:12]2[c:13](=[O:30])[n:14]([NH:23][CH:24]([CH2:25][CH2:26][CH3:27])[CH2:28][CH3:29])[c:15]3[cH:16][cH:17][cH:18][cH:19][c:20]3[c:21]2[OH:22])[NH:5][c:6]2[c:7]1[cH:8][cH:9][cH:10][cH:11]2. Starting materials: CC(=O)c1ccc(OCCCOc2cccc([N+](=O)[O-])c2)c(CCC(F)(F)F)c1O, CI, CN(C)C=O, Cl, [H-], [Na+]. The product is COc1c(C(C)=O)ccc(OCCCOc2cccc([N+](=O)[O-])c2)c1CCC(F)(F)F. Reaction SMILES: [C:3]([CH3:4])(=[O:5])[c:6]1[c:7]([OH:32])[c:8]([CH2:26][CH2:27][C:28]([F:29])([F:30])[F:31])[c:9]([O:10][CH2:11][CH2:12][CH2:13][O:14][c:15]2[cH:16][c:17]([N+:21](=[O:22])[O-:23])[cH:18][cH:19][cH:20]2)[cH:24][cH:25]1.[CH3:33][I:34].[CH3:36][N:37]([CH3:38])[CH:39]=[O:40].[ClH:35].[H-:1].[Na+:2]>>[C:3]([CH3:4])(=[O:5])[c:6]1[c:7]([O:32][CH3:33])[c:8]([CH2:26][CH2:27][C:28]([F:29])([F:30])[F:31])[c:9]([O:10][CH2:11][CH2:12][CH2:13][O:14][c:15]2[cH:16][c:17]([N+:21](=[O:22])[O-:23])[cH:18][cH:19][cH:20]2)[cH:24][cH:25]1. The reactants are O=C([O-])[O-], CCOC(C)=O, CC(=O)N1CCc2[nH]nc(-c3ccc(Cl)c([N+](=O)[O-])c3)c2C1, ClCC1CO1, [Cs+], [Cs+], CN(C)C=O, O. The product is CC(=O)N1CCc2c(c(-c3ccc(Cl)c([N+](=O)[O-])c3)nn2CC2CO2)C1. RXN SMILES: [C:23](=[O:24])([O-:25])[O-:26].[CH3:39][CH2:40][O:41][C:42](=[O:43])[CH3:44].[Cl:1][c:2]1[c:3]([N+:20](=[O:21])[O-:22])[cH:4][c:5](-[c:8]2[n:9][nH:10][c:11]3[c:12]2[CH2:13][N:14]([C:17]([CH3:18])=[O:19])[CH2:15][CH2:16]3)[cH:6][cH:7]1.[Cl:29][CH2:30][CH:31]1[CH2:32][O:33]1.[Cs+:27].[Cs+:28].[O:34]=[CH:35][N:36]([CH3:37])[CH3:38].[OH2:45]>>[Cl:1][c:2]1[c:3]([N+:20](=[O:21])[O-:22])[cH:4][c:5](-[c:8]2[n:9][n:10]([CH2:30][CH:31]3[CH2:32][O:33]3)[c:11]3[c:12]2[CH2:13][N:14]([C:17]([CH3:18])=[O:19])[CH2:15][CH2:16]3)[cH:6][cH:7]1. Starting materials: CC1=C(C(CC=C1)(C)C)C(C=CC)=O (2,6,6-trimethyl-1-(but-2-enoyl)-cyclohexa-1,3-dien), [Se]=O (selenium oxide). The solvent is O1CCOCC1 (dioxane). Reaction conditions: time 2 hour. Yields the product CC1=C(C(C(C=C1)=O)(C)C)C(C=CC)=O (2,6,6-Trimethyl-1-(but-2-enoyl)-cyclohexa-1,3-dien-5-one). Isolated yield 90.4%. As a reaction SMILES: [CH3:1][C:2]1[CH:7]=[CH:6][CH2:5][C:4]([CH3:9])([CH3:8])[C:3]=1[C:10](=[O:14])[CH:11]=[CH:12][CH3:13].[Se]=[O:16]>O1CCOCC1>[CH3:1][C:2]1[CH:7]=[CH:6][C:5](=[O:16])[C:4]([CH3:8])([CH3:9])[C:3]=1[C:10](=[O:14])[CH:11]=[CH:12][CH3:13]. Reported procedure: 2.5 g (13 mMole) of 2,6,6-trimethyl-1-(but-2-enoyl)-cyclohexa-1,3-dien [prepared according to the method given in Helv. Chim. Acta 54, 1899 (1971)] dissolved in 50 ml of dioxane were heated, under nitrogen atmosphere, during 45 min. at 60°, in the presence of 1.8 g (16 mMole) of selenium oxide. The reaction mixture was then cooled, concentrated under reduced pressure, and the obtained residue, diluted with 50 ml of acetic acid, was finally stirred at room temperature for 2 hours in the presence ...